This data is from the Open Reaction Database (ORD), a public repository of structured organic reaction records. The task is: describe an organic reaction: reactants, conditions, products, and yield Starting materials: CN(C)C=O, O=C1CCC(=O)N1Cl, NC(=O)Nc1[nH]c(-c2ccc3ccccc3c2)cc1C(N)=O, O. Product: NC(=O)Nc1[nH]c(-c2ccc3ccccc3c2)c(Cl)c1C(N)=O. Reaction SMILES: [CH3:32][N:33]([CH3:34])[CH:35]=[O:36].[Cl:23][N:24]1[C:25](=[O:26])[CH2:27][CH2:28][C:29]1=[O:30].[NH2:1][C:2](=[O:3])[NH:4][c:5]1[nH:6][c:7](-[c:13]2[cH:14][c:15]3[cH:16][cH:17][cH:18][cH:19][c:20]3[cH:21][cH:22]2)[cH:8][c:9]1[C:10](=[O:11])[NH2:12].[OH2:31]>>[NH2:1][C:2](=[O:3])[NH:4][c:5]1[nH:6][c:7](-[c:13]2[cH:14][c:15]3[cH:16][cH:17][cH:18][cH:19][c:20]3[cH:21][cH:22]2)[c:8]([Cl:23])[c:9]1[C:10](=[O:11])[NH2:12]. Starting materials: BrC=1C=CC2=C(C=3N(C4CC2C4)C(=C(N3)C(=O)OC)CC3=CC=NN3C)C1 (Methyl 10-bromo-3-((1-methyl-1H-pyrazol-5-yl)methyl)-6,7-dihydro-5H-5,7-methanobenzo[c]imidazo[1,2-a]azepine-2-carboxylate), C[O-].[Na+] (sodium methoxide), C(=O)N (formamide). Yields the product BrC=1C=CC2=C(C=3N(C4CC2C4)C(=C(N3)C(=O)N)CC3=CC=NN3C)C1 (10-bromo-3-((1-methyl-1H-pyrazol-5-yl)methyl)-6,7-dihydro-5H-5,7-methanobenzo[c]imidazo[1,2-a]azepine-2-carboxamide). As a reaction SMILES: [Br:1][C:2]1[CH:3]=[CH:4][C:5]2[CH:11]3[CH2:12][CH:9]([CH2:10]3)[N:8]3[C:13]([CH2:20][C:21]4[N:25]([CH3:26])[N:24]=[CH:23][CH:22]=4)=[C:14]([C:16]([O:18]C)=O)[N:15]=[C:7]3[C:6]=2[CH:27]=1.C[O-].[Na+].C([NH2:33])=O>>[Br:1][C:2]1[CH:3]=[CH:4][C:5]2[CH:11]3[CH2:12][CH:9]([CH2:10]3)[N:8]3[C:13]([CH2:20][C:21]4[N:25]([CH3:26])[N:24]=[CH:23][CH:22]=4)=[C:14]([C:16]([NH2:33])=[O:18])[N:15]=[C:7]3[C:6]=2[CH:27]=1 |f:1.2|. Procedure: 10-bromo-3-((1-methyl-1H-pyrazol-5-yl)methyl)-6,7-dihydro-5H-5,7-methanobenzo[c]imidazo[1,2-a]azepine-2-carboxamide was prepared similarly to as described in General Procedure L. Methyl 10-bromo-3-((1-methyl-1H-pyrazol-5-yl)methyl)-6,7-dihydro-5H-5,7-methanobenzo[c]imidazo[1,2-a]azepine-2-carboxylate was reacted with sodium methoxide and formamide to afford 150 mg (110% crude yield) of the crude title compound which was carried forward without further purification. Starting materials: NC1=C(C=C2C(C(N(C2=C1)C)=O)(C)C)NC(CCC1=CC2=C(OCO2)C=C1)=O (N-(6-amino-1,3,3-trimethyl-2-oxo-2,3-dihydro-1H-indol-5-yl)-3-benzo[1,3]dioxol-5-yl-propionamide). Run in C(C)(=O)O (acetic acid). Yields the product O1COC2=C1C=CC(=C2)CCC2=NC=1C(=CC=3C(C(N(C3C1)C)=O)(C)C)N2 (2-(2-Benzo[1,3]dioxol-5-yl-ethyl)-5,7,7-trimethyl-5,7-dihydro-1H-imidazo[4,5-f]indol-6-one). Isolated yield 99.7%. As a reaction SMILES: [NH2:1][C:2]1[CH:10]=[C:9]2[C:5]([C:6]([CH3:14])([CH3:13])[C:7](=[O:12])[N:8]2[CH3:11])=[CH:4][C:3]=1[NH:15][C:16](=O)[CH2:17][CH2:18][C:19]1[CH:27]=[CH:26][C:22]2[O:23][CH2:24][O:25][C:21]=2[CH:20]=1>C(O)(=O)C>[O:23]1[C:22]2[CH:26]=[CH:27][C:19]([CH2:18][CH2:17][C:16]3[NH:15][C:3]4=[CH:4][C:5]5[C:6]([CH3:14])([CH3:13])[C:7](=[O:12])[N:8]([CH3:11])[C:9]=5[CH:10]=[C:2]4[N:1]=3)=[CH:20][C:21]=2[O:25][CH2:24]1. Procedure: A solution of N-(6-amino-1,3,3-trimethyl-2-oxo-2,3-dihydro-1H-indol-5-yl)-3-benzo[1,3]dioxol-5-yl-propionamide (60 mg) in acetic acid (1.6 ml) is heated in a microwave apparatus at 150° C. for 15 min. After dilution with water the mixture is extracted with EtOAc (3×15 ml). The organic layer is washed with brine, dried over MgSO4 and concentrated in vacuo to give the desired compound (57 mg). Reactants: CCn1c(=O)oc2cc(N3CC(C(=O)OC)OC3=O)cc(F)c21, CN, CO. Yields the product CCn1c(=O)oc2cc(N3CC(C(=O)NC)OC3=O)cc(F)c21. Reaction SMILES: [CH2:3]([CH3:4])[n:5]1[c:6](=[O:25])[o:7][c:8]2[c:9]1[c:10]([F:24])[cH:11][c:12]([N:14]1[C:15](=[O:23])[O:16][CH:17]([C:19]([O:21][CH3:20])=[O:22])[CH2:18]1)[cH:13]2.[CH3:1][NH2:2].[CH3:26][OH:27]>>[CH3:1][NH:2][C:19]([CH:17]1[O:16][C:15](=[O:23])[N:14]([c:12]2[cH:11][c:10]([F:24])[c:9]3[n:5]([CH2:3][CH3:4])[c:6](=[O:25])[o:7][c:8]3[cH:13]2)[CH2:18]1)=[O:21]. The reactants are CC=1SC(=C(N1)C)CNCC (2,4-dimethyl-5-ethylaminomethylthiazole), ClC1=NC(=CC=C1[N+](=O)[O-])OC (2-chloro-3-nitro-6-methoxypyridine), C([O-])([O-])=O.[K+].[K+] (potassium carbonate). Solvent: CN(C=O)C (N,N-dimethylformamide). Run at time 8 hour. Yields the product C(C)NC1=NC=CC=C1[N+](=O)[O-] (N-ethyl-3-nitropyridine-2-amine). As a reaction SMILES: [CH3:1][C:2]1SC(CNCC)=C(C)[N:6]=1.Cl[C:13]1[C:18]([N+:19]([O-:21])=[O:20])=[CH:17][CH:16]=[C:15](OC)[N:14]=1.C(=O)([O-])[O-].[K+].[K+]>CN(C)C=O>[CH2:2]([NH:6][C:13]1[C:18]([N+:19]([O-:21])=[O:20])=[CH:17][CH:16]=[CH:15][N:14]=1)[CH3:1] |f:2.3.4|. Reported procedure: 1.0 g of 2,4-dimethyl-5-ethylaminomethylthiazole, 1.5 g of 2-chloro-3-nitro-6-methoxypyridine, 5.0 g of potassium carbonate, 20 mL of N,N-dimethylformamide (DMF) were added into a 150 mL of single-neck flask equipped with a magnetic stirrer. And the reaction mixture was stirred at room temperature overnight. And then extracted with ethyl acetate, the organic layer was separated while the aqueous layer was extracted with ethyl acetate twice. The organic phases were combined, and dried over anhydr... The reactants are CI (methyl iodide), [Cl-].[Na+] (sodium chloride), FC(C(COCC1=CC(=C(C=C1)F)OC1=CC=CC=C1)(O)C1=CC=C(C=C1)OCC)(F)F (1,1,1-Trifluoro-2-(4-ethoxyphenyl)-3-(3-phenoxy-4-fluorobenzyloxy)propan-2-ol), [H-].[Na+] (sodium hydride). Solvent: CN(C=O)C (N,N-dimethylformamide), O (water), CN(C=O)C (N,N-dimethyl-formamide), CN(C=O)C (N,N-dimethylformamide), CCCCCC (n-hexane), C(C)OCC (diethyl ether). Conditions: time 20 minute. Product: FC(C(COCC1=CC(=C(C=C1)F)OC1=CC=CC=C1)(C1=CC=C(C=C1)OCC)OC)(F)F (1,1,1-trifluoro-2-methoxy-2-(4-ethoxyphenyl)-3-(3-phenoxy-4-fluorobenzyloxy)propane). The yield is 97.0%. Reaction SMILES: [F:1][C:2]([F:32])([F:31])[C:3]([C:22]1[CH:27]=[CH:26][C:25]([O:28][CH2:29][CH3:30])=[CH:24][CH:23]=1)([OH:21])[CH2:4][O:5][CH2:6][C:7]1[CH:12]=[CH:11][C:10]([F:13])=[C:9]([O:14][C:15]2[CH:20]=[CH:19][CH:18]=[CH:17][CH:16]=2)[CH:8]=1.[H-].[Na+].[CH3:35]I.[Cl-].[Na+]>CN(C)C=O.O.C(OCC)C.CCCCCC>[F:32][C:2]([F:1])([F:31])[C:3]([O:21][CH3:35])([C:22]1[CH:23]=[CH:24][C:25]([O:28][CH2:29][CH3:30])=[CH:26][CH:27]=1)[CH2:4][O:5][CH2:6][C:7]1[CH:12]=[CH:11][C:10]([F:13])=[C:9]([O:14][C:15]2[CH:20]=[CH:19][CH:18]=[CH:17][CH:16]=2)[CH:8]=1 |f:1.2,4.5|. Procedure details: 1,1,1-Trifluoro-2-(4-ethoxyphenyl)-3-(3-phenoxy-4-fluorobenzyloxy)propan-2-ol (0.2 g) in dry N,N-dimethyl-formamide (2 cm3) was added to a suspension of sodium hydride (0.1 g of a 50% dispersion in oil - washed free of oil with n-hexane) in N,N-dimethylformamide (2 cm3) at the ambient temperature (ca. 22° C.) under an atmosphere of nitrogen. After stirring for 20 minutes a solution of methyl iodide (0.1 g) in N,N-dimethylformamide (3 cm3) was added in one portion. After 20 minutes no starting ma...